This data is from the Open Reaction Database (ORD), a public repository of structured organic reaction records. The task is: describe an organic reaction: reactants, conditions, products, and yield Starting materials: CS(=O)(=O)OCCCC(C(C(C(F)(F)F)(F)F)(F)F)(F)F (1-Methanesulfonyloxy-4,4,5,5,6,6,7,7,7-nonafluoro-heptane), [I-].[Na+] (sodium iodide), O (water). Solvent: CC(=O)C (acetone). Yields the product ICCCC(C(C(C(F)(F)F)(F)F)(F)F)(F)F (1-iodo-4,4,5,5,6,6,7,7,7-nonafluoroheptane). The yield is 86.8%. RXN SMILES: CS(O[CH2:6][CH2:7][CH2:8][C:9]([F:21])([F:20])[C:10]([F:19])([F:18])[C:11]([F:17])([F:16])[C:12]([F:15])([F:14])[F:13])(=O)=O.[I-:22].[Na+].O>CC(C)=O>[I:22][CH2:6][CH2:7][CH2:8][C:9]([F:21])([F:20])[C:10]([F:19])([F:18])[C:11]([F:17])([F:16])[C:12]([F:15])([F:14])[F:13] |f:1.2|. Procedure: 1-Methanesulfonyloxy-4,4,5,5,6,6,7,7,7-nonafluoro-heptane (6.7 g, 18.8 mmol) and sodium iodide (8.5 g, 56.4 mmol) were stirred in acetone (400 ml) for 12 hours under heating. After the reaction was completed, water was added to the reaction mixture, which was then extracted with ether. The organic layer was washed with water and saturated aqueous sodium chloride, and then dried over anhydrous magnesium sulfate. The solvent was distilled off to give 1-iodo-4,4,5,5,6,6,7,7,7-nonafluoroheptane (6.3... The reactants are ClC1=CC=C(C=C1)CC(C)(C)C1(OC1)C(C)N1N=CN=C1 (2-(4-chlorophenyl-tert.-butyl)-2-[1-(1,2,4-triazol-1-yl)-ethyl]-oxirane), O (water), N1N=CN=C1 (1,2,4-triazole), [Na] (sodium). The solvent is C(CC)O (n-propanol), C(CC)O (n-propanol). Product: N1(N=CN=C1)C(C(CC)O)C (4-(1,2,4-triazol-1-yl)-3-pentanol). Reaction SMILES: N1C=NC=N1.[Na].ClC1C=CC([CH2:14][C:15]([C:18]2([CH:21]([N:23]3[CH:27]=[N:26][CH:25]=[N:24]3)[CH3:22])C[O:19]2)(C)C)=CC=1.O>C(O)CC>[N:23]1([CH:21]([CH3:22])[CH:18]([OH:19])[CH2:15][CH3:14])[CH:27]=[N:26][CH:25]=[N:24]1 |^1:5|. Procedure details: 3.6 g (0.052 mole) of 1,2,4-triazole are added to a solution of 0.1 g (0.043 mole) of sodium in 30 ml of n-propanol at room temperature, while stirring. A solution of 13.2 g (0.043 mole) of 2-(4-chlorophenyl-tert.-butyl)-2-[1-(1,2,4-triazol-1-yl)-ethyl]-oxirane in 20 ml of n-propanol is then added. The reaction mixture is heated under reflux for 20 hours and then cooled and poured onto 300 ml of water. The mixture is extracted with methylene chloride and the methylene chloride phase is washed wi... Starting materials: CO, Cl, CN1C(=O)C2(CC2)c2cc(N)c([N+](=O)[O-])cc21. Yields the product CN1C(=O)C2(CC2)c2cc(N)c(N)cc21. As a reaction SMILES: [CH3:18][OH:19].[ClH:20].[NH2:1][c:2]1[cH:3][c:4]2[c:5]([cH:6][c:7]1[N+:8]([O-:9])=[O:10])[N:11]([CH3:17])[C:12](=[O:16])[C:13]21[CH2:14][CH2:15]1>>[NH2:1][c:2]1[cH:3][c:4]2[c:5]([cH:6][c:7]1[NH2:8])[N:11]([CH3:17])[C:12](=[O:16])[C:13]21[CH2:14][CH2:15]1. Reactants: C1CCOC1, CC(C)(O)CCCCC(C)(O)c1cccc(C=Cc2cc(O)cc(O)c2)c1, O=S(=O)(O)O. Product: CC(=CCCCC(C)(C)O)c1cccc(C=Cc2cc(O)cc(O)c2)c1. As a reaction SMILES: [CH2:33]1[O:34][CH2:35][CH2:36][CH2:37]1.[OH:6][C:7]([CH2:8][CH2:9][CH2:10][CH2:11][C:12]([CH3:13])([CH3:14])[OH:15])([CH3:16])[c:17]1[cH:18][c:19]([CH:23]=[CH:24][c:25]2[cH:26][c:27]([OH:32])[cH:28][c:29]([OH:31])[cH:30]2)[cH:20][cH:21][cH:22]1.[S:1](=[O:2])(=[O:3])([OH:4])[OH:5]>>[C:7](=[CH:8][CH2:9][CH2:10][CH2:11][C:12]([CH3:13])([CH3:14])[OH:15])([CH3:16])[c:17]1[cH:18][c:19]([CH:23]=[CH:24][c:25]2[cH:26][c:27]([OH:32])[cH:28][c:29]([OH:31])[cH:30]2)[cH:20][cH:21][cH:22]1.